This data is from the Open Reaction Database (ORD), a public repository of structured organic reaction records. The task is: describe an organic reaction: reactants, conditions, products, and yield Reactants: OC=1C=C(C=CC1)C(CNC(\C=C\C=1C=NC=CC1)=O)O ((E)-N-[2-(3-hydroxyphenyl)-2-hydroxyethyl]-3-(3-pyridyl)-2-propenoic acid amide), ClCC(=O)OCC (ethyl chloroacetate), C([O-])([O-])=O.[K+].[K+] (potassium carbonate). Solvent: CN(C=O)C (dimethylformamide). Reaction conditions: temperature 50 celsius, time 7 hour. The product is OC(CNC(\C=C\C=1C=NC=CC1)=O)C=1C=C(OCC(=O)OCC)C=CC1 (ethyl [3-[1-hydroxy-2-((E) -3-(3-pyridyl)acryloylamino]ethyl]phenoxy]acetate). The yield is 51.3%. RXN SMILES: [OH:1][C:2]1[CH:3]=[C:4]([CH:8]([OH:21])[CH2:9][NH:10][C:11](=[O:20])/[CH:12]=[CH:13]/[C:14]2[CH:15]=[N:16][CH:17]=[CH:18][CH:19]=2)[CH:5]=[CH:6][CH:7]=1.Cl[CH2:23][C:24]([O:26][CH2:27][CH3:28])=[O:25].C(=O)([O-])[O-].[K+].[K+]>CN(C)C=O>[OH:21][CH:8]([C:4]1[CH:3]=[C:2]([CH:7]=[CH:6][CH:5]=1)[O:1][CH2:23][C:24]([O:26][CH2:27][CH3:28])=[O:25])[CH2:9][NH:10][C:11](=[O:20])/[CH:12]=[CH:13]/[C:14]1[CH:15]=[N:16][CH:17]=[CH:18][CH:19]=1 |f:2.3.4|. Procedure details: (E)-N-[2-(3-hydroxyphenyl)-2-hydroxyethyl]-3-(3-pyridyl)-2-propenoic acid amide (5.68 g, 20 mmol) and ethyl chloroacetate (5.2 ml, 48 mmol) were dissolved in dimethylformamide (60 ml) and potassium carbonate (8.28 g, 60 mmol) was added and stirred at 50° C. for 7 hours. After allowing to cool, insoluble materials were filtered out and water was added to the filtrate, extracted with ethyl acetate and dried over magnesium sulfate. The solvent was distilled out under reduced pressure and the residu... The reactants are O=S1CCN(c2nc(Cl)nc3c(OCc4ccccc4)ncnc23)CC1, NCCCO. Product: O=S1CCN(c2nc(NCCCO)nc3c(OCc4ccccc4)ncnc23)CC1. As a reaction SMILES: [CH2:1]([c:2]1[cH:3][cH:4][cH:5][cH:6][cH:7]1)[O:8][c:9]1[n:10][cH:11][n:12][c:13]2[c:14]1[n:15][c:16]([Cl:26])[n:17][c:18]2[N:19]1[CH2:20][CH2:21][S:22](=[O:25])[CH2:23][CH2:24]1.[OH:27][CH2:28][CH2:29][CH2:30][NH2:31]>>[CH2:1]([c:2]1[cH:3][cH:4][cH:5][cH:6][cH:7]1)[O:8][c:9]1[n:10][cH:11][n:12][c:13]2[c:14]1[n:15][c:16]([NH:31][CH2:30][CH2:29][CH2:28][OH:27])[n:17][c:18]2[N:19]1[CH2:20][CH2:21][S:22](=[O:25])[CH2:23][CH2:24]1. Starting materials: C(C)(C)(C)OC(=O)N=S(=O)(C)CC(=O)OCC (ethyl [N-(tert-butoxycarbonyl)-S-methylsulfonimidoyl]acetate), FC(C(=O)O)(F)F (trifluoroacetic acid). Solvent: ClCCl (dichloromethane). Reaction conditions: time 2 hour. Yields the product C(C)OC(CS(=O)(=N)C)=O (Ethyl(S-methylsulfonimidoyl)acetate). Reaction SMILES: C(OC([N:8]=[S:9]([CH2:12][C:13]([O:15][CH2:16][CH3:17])=[O:14])([CH3:11])=[O:10])=O)(C)(C)C.FC(F)(F)C(O)=O>ClCCl>[CH2:16]([O:15][C:13](=[O:14])[CH2:12][S:9]([CH3:11])(=[NH:8])=[O:10])[CH3:17]. Reported procedure: A solution of ethyl [N-(tert-butoxycarbonyl)-S-methylsulfonimidoyl]acetate in dichloromethane (2.5 mL) was cooled to 0° C. followed by a dropwise addition of trifluoroacetic acid (0.79 mL). The reaction was then stirred at RT for 2 hours. The excess TFA was removed under reduced pressure and the oily residue was partitioned between EtOAc and saturated aq NaHCO3/brine. The organic layer was separated, washed with brine (1×), and dried over Na2SO4. The upper solution layer was decanted and concent... The reactants are FC=1C=C2C(=CNC(C2=CC1)=O)C(=O)OC (methyl 6-fluoro-1oxo-1,2-dihydroisoquinoline-4-carboxylate), P(=O)(Cl)(Cl)Cl (phosphoryl chloride). Conditions: temperature 100 celsius, time 1 hour. Product: ClC1=NC=C(C2=CC(=CC=C12)F)C(=O)OC (methyl 1-chloro-6-fluoroisoquinoline-4-carboxylate). RXN SMILES: [F:1][C:2]1[CH:3]=[C:4]2[C:9](=[CH:10][CH:11]=1)[C:8](=O)[NH:7][CH:6]=[C:5]2[C:13]([O:15][CH3:16])=[O:14].P(Cl)(Cl)([Cl:19])=O>>[Cl:19][C:8]1[C:9]2[C:4](=[CH:3][C:2]([F:1])=[CH:11][CH:10]=2)[C:5]([C:13]([O:15][CH3:16])=[O:14])=[CH:6][N:7]=1. Procedure: To methyl 6-fluoro-1oxo-1,2-dihydroisoquinoline-4-carboxylate (756 mg), phosphoryl chloride (5 ml) was added, and the mixture was stirred at 100° C. for one hour. The resulting solution was returned to room temperature, and evaporated under reduced pressure to remove the solvent. To the resulting crude product, saturated sodium bicarbonate water was added, followed by extraction with ethyl acetate. The organic layer was washed with a saturated saline solution, dried over anhydrous magnesium sulf...